Task: describe an organic reaction: reactants, conditions, products, and yield. Dataset: the Open Reaction Database (ORD), a public repository of structured organic reaction records The reactants are [BH3-]C#N, CCOC(=O)Cc1ccc(C#Cc2ccc3c(c2)C(C)(C)CCC3=O)cc1F, CCCCCC, CCOC(C)=O, CC(=O)O, CC#N, NC1CC1, ClCCl, [Na+]. The product is CCOC(=O)Cc1ccc(C#Cc2ccc3c(c2)C(C)(C)CCC3NC2CC2)cc1F. Reaction SMILES: [C:36]([BH3-:37])#[N:38].[CH2:1]([CH3:2])[O:3][C:4]([CH2:5][c:6]1[c:7]([F:27])[cH:8][c:9]([C:12]#[C:13][c:14]2[cH:15][c:16]3[c:21]([cH:22][cH:23]2)[C:20](=[O:24])[CH2:19][CH2:18][C:17]3([CH3:25])[CH3:26])[cH:10][cH:11]1)=[O:28].[CH3:40][CH2:41][CH2:42][CH2:43][CH2:44][CH3:45].[CH3:46][CH2:47][O:48][C:49](=[O:50])[CH3:51].[CH3:52][C:53](=[O:54])[OH:55].[CH3:56][C:57]#[N:58].[CH:32]1([NH2:35])[CH2:33][CH2:34]1.[Cl:29][CH2:30][Cl:31].[Na+:39]>>[CH2:1]([CH3:2])[O:3][C:4]([CH2:5][c:6]1[c:7]([F:27])[cH:8][c:9]([C:12]#[C:13][c:14]2[cH:15][c:16]3[c:21]([cH:22][cH:23]2)[CH:20]([NH:35][CH:32]2[CH2:33][CH2:34]2)[CH2:19][CH2:18][C:17]3([CH3:25])[CH3:26])[cH:10][cH:11]1)=[O:28]. Yields the product COC(=O)c1c(C)cc(C(=O)OC(C)(C)C)c(C)c1I. The reactants are C1CCOC1, CC(C)CCON=O, [Cu]I, ICI, COC(=O)c1c(C)cc(C(=O)OC(C)(C)C)c(C)c1N. RXN SMILES: [CH2:32]1[O:33][CH2:34][CH2:35][CH2:36]1.[CH3:24][CH:25]([CH2:26][CH2:27][O:28][N:29]=[O:30])[CH3:31].[Cu:37][I:38].[I:21][CH2:22][I:23].[NH2:1][c:2]1[c:3]([CH3:20])[c:4]([C:5](=[O:6])[O:7][C:8]([CH3:9])([CH3:10])[CH3:11])[cH:12][c:13]([CH3:19])[c:14]1[C:15](=[O:16])[O:17][CH3:18]>>[c:2]1([I:21])[c:3]([CH3:20])[c:4]([C:5](=[O:6])[O:7][C:8]([CH3:9])([CH3:10])[CH3:11])[cH:12][c:13]([CH3:19])[c:14]1[C:15](=[O:16])[O:17][CH3:18]. Reactants: O=C1C=CNC2=CC=C(C=C12)C(=O)OC (methyl 4-oxo-1,4-dihydroquinoline-6-carboxylate), C(C)(=O)O (acetic acid), IN1C(CCC1=O)=O (N-iodosuccinimide). Solvent: O (water). Conditions: time 1 day. Yields the product IC1=CNC2=CC=C(C=C2C1=O)C(=O)OC (methyl 3-iodo-4-oxo-1,4-dihydroquinoline-6-carboxylate). Yield: 111.9%. RXN SMILES: [O:1]=[C:2]1[C:11]2[C:6](=[CH:7][CH:8]=[C:9]([C:12]([O:14][CH3:15])=[O:13])[CH:10]=2)[NH:5][CH:4]=[CH:3]1.C(O)(=O)C.[I:20]N1C(=O)CCC1=O>O>[I:20][C:3]1[C:2](=[O:1])[C:11]2[C:6](=[CH:7][CH:8]=[C:9]([C:12]([O:14][CH3:15])=[O:13])[CH:10]=2)[NH:5][CH:4]=1. Procedure details: To a mixture of methyl 4-oxo-1,4-dihydroquinoline-6-carboxylate (1.1 g) and acetic acid (30 mL) was added N-iodosuccinimide (1.1 g), followed by stirring at room temperature for one day. The reaction mixture was diluted with water, and the precipitate was collected by filtration to obtain methyl 3-iodo-4-oxo-1,4-dihydroquinoline-6-carboxylate (1.8 g). The reactants are O (water), OC1=CC=C(C=O)C=C1 (4-Hydroxybenzaldehyde), COCCCl (2-chloroethyl methyl ether), C([O-])([O-])=O.[K+].[K+] (potassium carbonate). Run in CN(C)C=O (DMF). Run at temperature 60 celsius. Yields the product COCCOC1=CC=C(C=O)C=C1 (4-(2-methoxyethoxy)benzaldehyde). Yield: 47.9%. As a reaction SMILES: [OH:1][C:2]1[CH:9]=[CH:8][C:5]([CH:6]=[O:7])=[CH:4][CH:3]=1.[CH3:10][O:11][CH2:12][CH2:13]Cl.C(=O)([O-])[O-].[K+].[K+].O>CN(C=O)C>[CH3:10][O:11][CH2:12][CH2:13][O:1][C:2]1[CH:9]=[CH:8][C:5]([CH:6]=[O:7])=[CH:4][CH:3]=1 |f:2.3.4|. Procedure: 4-Hydroxybenzaldehyde (300 g) and 2-chloroethyl methyl ether (279 g) were dissolved in DMF (3 L) and potassium carbonate (408 g) was added. The mixture was stirred with heating at 60° C. for 16 hr. After the reaction, the reaction mixture was poured into water and liberated oil was extracted with ethyl acetate. The organic layer was washed with 1N aqueous sodium hydroxide solution and washed with saturated brine. The organic layer was dried over anhydrous magnesium sulfate. After drying, the res... The reactants are ClC=1C=C(C(=O)NC(CC(=O)OCC)C(=O)C2=COC=C2)C=CC1Cl (ethyl 3-(3,4-dichlorobenzoylamino)-3-(3-furylcarbonyl)propionate), P(=O)(Cl)(Cl)Cl (phosphorus oxychloride). The solvent is C(Cl)(Cl)Cl (chloroform). Yields the product ClC=1C=C(C=CC1Cl)C=1OC(=C(N1)CC(=O)OCC)C1=COC=C1 (ethyl 2-[2-(3,4-dichlorophenyl)-5-(3-furyl)-4-oxazolyl]acetate). Yield: 46.6%. Reaction SMILES: [Cl:1][C:2]1[CH:3]=[C:4]([CH:22]=[CH:23][C:24]=1[Cl:25])[C:5]([NH:7][CH:8]([C:15]([C:17]1[CH:21]=[CH:20][O:19][CH:18]=1)=[O:16])[CH2:9][C:10]([O:12][CH2:13][CH3:14])=[O:11])=O.P(Cl)(Cl)(Cl)=O>C(Cl)(Cl)Cl>[Cl:1][C:2]1[CH:3]=[C:4]([C:5]2[O:16][C:15]([C:17]3[CH:21]=[CH:20][O:19][CH:18]=3)=[C:8]([CH2:9][C:10]([O:12][CH2:13][CH3:14])=[O:11])[N:7]=2)[CH:22]=[CH:23][C:24]=1[Cl:25]. Reported procedure: 10.0 g of ethyl 3-(3,4-dichlorobenzoylamino)-3-(3-furylcarbonyl)propionate, 50 ml of chloroform and 20.0 g of phosphorus oxychloride are treated in the same manner as described in Example 1. 4.44 g of ethyl 2-[2-(3,4-dichlorophenyl)-5-(3-furyl)-4-oxazolyl]acetate are thereby obtained. Yield: 46.5%